This data is from the Open Reaction Database (ORD), a public repository of structured organic reaction records. The task is: describe an organic reaction: reactants, conditions, products, and yield Starting materials: CN(C1=CC=CC=C1)C (N,N-Dimethylaniline), [Cl-].[Cl-].[Cl-].[Al+3] (aluminum trichloride), C(C1=CC=CC=C1)OCCC=1C(OC2=C(C(=CC=C2C1NC1=C(C=NC=C1Cl)Cl)OC)OC1CCCC1)=O (3-(2-(benzyloxy)ethyl)-8-(cyclopentyloxy)-4-(3,5-dichloropyridin-4-ylamino)-7-methoxy-2H-chromen-2-one). Run in ClCCl (dichloromethane). Product: C1(CCCC1)OC=1C(=CC=C2C(=C(C(OC12)=O)CCO)NC1=C(C=NC=C1Cl)Cl)OC (8-(cyclopentyloxy)-4-(3,5-dichloropyridin-4-ylamino)-3-(2-hydroxyethyl)-7-methoxy-2H-chromen-2-one). RXN SMILES: CN(C)C1C=CC=CC=1.[Cl-].[Cl-].[Cl-].[Al+3].C([O:21][CH2:22][CH2:23][C:24]1[C:25](=[O:51])[O:26][C:27]2[C:32]([C:33]=1[NH:34][C:35]1[C:40]([Cl:41])=[CH:39][N:38]=[CH:37][C:36]=1[Cl:42])=[CH:31][CH:30]=[C:29]([O:43][CH3:44])[C:28]=2[O:45][CH:46]1[CH2:50][CH2:49][CH2:48][CH2:47]1)C1C=CC=CC=1>ClCCl>[CH:46]1([O:45][C:28]2[C:29]([O:43][CH3:44])=[CH:30][CH:31]=[C:32]3[C:27]=2[O:26][C:25](=[O:51])[C:24]([CH2:23][CH2:22][OH:21])=[C:33]3[NH:34][C:35]2[C:36]([Cl:42])=[CH:37][N:38]=[CH:39][C:40]=2[Cl:41])[CH2:50][CH2:49][CH2:48][CH2:47]1 |f:1.2.3.4|. Reported procedure: N,N-Dimethylaniline (174 mg, 1.44 mmol) and aluminum trichloride (143 mg, 1.08 mmol) were sequentially added to a solution of 3-(2-(benzyloxy)ethyl)-8-(cyclopentyloxy)-4-(3,5-dichloropyridin-4-ylamino)-7-methoxy-2H-chromen-2-one (100 mg, 0.18 mmol) and dichloromethane (10 mL). The reaction was refluxed for 8 h, allowed to cool to rt, quenched with cold water (1 mL), and then poured into ice water (20 mL). The mixture was extracted with dichloromethane (15 mL×3), and the combined extracts were dr...